From a dataset of the Open Reaction Database (ORD), a public repository of structured organic reaction records. describe an organic reaction: reactants, conditions, products, and yield The reactants are CN1C(=NC=C1)COC=1C=C(C=C2C=C(NC12)C=1SC(CN1)CC(=O)OCC)OC1=CC=C(C=C1)S(=O)(=O)C (Ethyl (2-{7-[(1-methyl-1H-imidazol-2-yl)methoxy]-5-[4-(methylsulfonyl)phenoxy]-1H-indol-2-yl}-4,5-dihydro-1,3-thiazol-5-yl)acetate). Run in O1CCCC1 (tetrahydrofuran), C(C)O (ethanol), [OH-].[Na+] (sodium hydroxide). Reaction conditions: time 1 hour. The product is CN1C(=NC=C1)COC=1C=C(C=C2C=C(NC12)C=1SC(CN1)CC(=O)O)OC1=CC=C(C=C1)S(=O)(=O)C ((2-{7-[(1-Methyl-1H-imidazol-2-yl)methoxy]-5-[4-(methylsulfonyl)phenoxy]-1H-indol-2-yl}-4,5-dihydro-1,3-thiazol-5-yl)acetic acid). Yield: 17.9%. As a reaction SMILES: [CH3:1][N:2]1[CH:6]=[CH:5][N:4]=[C:3]1[CH2:7][O:8][C:9]1[CH:10]=[C:11]([O:29][C:30]2[CH:35]=[CH:34][C:33]([S:36]([CH3:39])(=[O:38])=[O:37])=[CH:32][CH:31]=2)[CH:12]=[C:13]2[C:17]=1[NH:16][C:15]([C:18]1[S:19][CH:20]([CH2:23][C:24]([O:26]CC)=[O:25])[CH2:21][N:22]=1)=[CH:14]2>O1CCCC1.C(O)C.[OH-].[Na+]>[CH3:1][N:2]1[CH:6]=[CH:5][N:4]=[C:3]1[CH2:7][O:8][C:9]1[CH:10]=[C:11]([O:29][C:30]2[CH:35]=[CH:34][C:33]([S:36]([CH3:39])(=[O:37])=[O:38])=[CH:32][CH:31]=2)[CH:12]=[C:13]2[C:17]=1[NH:16][C:15]([C:18]1[S:19][CH:20]([CH2:23][C:24]([OH:26])=[O:25])[CH2:21][N:22]=1)=[CH:14]2 |f:3.4|. Procedure: Ethyl (2-{7-[(1-methyl-1H-imidazol-2-yl)methoxy]-5-[4-(methylsulfonyl)phenoxy]-1H-indol-2-yl}-4,5-dihydro-1,3-thiazol-5-yl)acetate (1 g) was dissolved in a mixed solvent of tetrahydrofuran (10 mL)-ethanol (10 mL), 1M aqueous sodium hydroxide solution (5 mL) was added, and the mixture was stirred at room temperature for 1 hr. The reaction solution was concentrated under reduced pressure. Water was added to the residue, and the mixture was neutralized with 1M hydrochloric acid. The mixture was was... Starting materials: O=C([O-])[O-], CC(C)(C)OC(=O)NN, [Cs+], [Cs+], I[Cu]I, Ic1ccc(-n2cccn2)cc1, CN(C)C=O, c1cnc2c(c1)ccc1cccnc12. The product is CC(C)(C)OC(=O)N(N)c1ccc(-n2cccn2)cc1. Reaction SMILES: [C:15](=[O:16])([O-:17])[O-:18].[C:33]([CH3:34])([CH3:35])([CH3:36])[O:37][C:38](=[O:39])[NH:40][NH2:41].[Cs+:19].[Cs+:20].[Cu:42]([I:43])[I:44].[I:21][c:22]1[cH:23][cH:24][c:25](-[n:28]2[n:29][cH:30][cH:31][cH:32]2)[cH:26][cH:27]1.[O:45]=[CH:46][N:47]([CH3:48])[CH3:49].[cH:1]1[cH:2][c:3]2[cH:4][cH:5][c:6]3[c:7]([c:8]2[n:9][cH:10]1)[n:11][cH:12][cH:13][cH:14]3>>[c:22]1([N:40]([C:38]([O:37][C:33]([CH3:34])([CH3:35])[CH3:36])=[O:39])[NH2:41])[cH:23][cH:24][c:25](-[n:28]2[n:29][cH:30][cH:31][cH:32]2)[cH:26][cH:27]1. Run at temperature 60 celsius. As a reaction SMILES: [H-].[Na+].[CH2:3]([C:7]1[NH:8][C:9]([CH:13]=[O:14])=[C:10]([Cl:12])[N:11]=1)[CH2:4][CH2:5][CH3:6].Br[CH2:16][C:17]1[CH:30]=[CH:29][C:28]2[C:19](=[CH:20][C:21]3[C:26]([CH:27]=2)=[CH:25][CH:24]=[CH:23][CH:22]=3)[CH:18]=1>CN(C=O)C>[CH2:3]([C:7]1[N:8]([CH2:16][C:17]2[CH:30]=[CH:29][C:28]3[C:19](=[CH:20][C:21]4[C:26]([CH:27]=3)=[CH:25][CH:24]=[CH:23][CH:22]=4)[CH:18]=2)[C:9]([CH:13]=[O:14])=[C:10]([Cl:12])[N:11]=1)[CH2:4][CH2:5][CH3:6] |f:0.1|. Starting materials: [H-].[Na+] (Sodium hydride), C(CCC)C=1NC(=C(N1)Cl)C=O (2-n-butyl-4-chloroimidazole-5-carboxaldehyde), BrCC1=CC2=CC3=CC=CC=C3C=C2C=C1 (2-bromomethylanthracene), impure material. The solvent is CN(C)C=O (DMF), CN(C)C=O (DMF). Product: C(CCC)C=1N(C(=C(N1)Cl)C=O)CC1=CC2=CC3=CC=CC=C3C=C2C=C1 (2-n-Butyl-4-chloro-1-[(anthracen-2-yl) methyl ]imidazole-5-carboxaldehyde). Procedure details: Sodium hydride (50% dispersion in oil, 1.37 g, 28.6 mmol, 1.1 eq) was added to a DMF solution (50 mL) containing 2-n-butyl-4-chloroimidazole-5-carboxaldehyde (prepared as in European Patent Application Number 89100144.8, published 7.19.89) (4.85 g, 26.0 mmol, 1.0 eq). The contents were heated with stirring at 60° C. until everything was dissolved. The reaction was then cooled to 0° C. and a DMF solution (75 mL) of 2-bromomethylanthracene (entire contents from the previous step: 7.77 g of impure ... The reactants are C1(CCCC1)OC=1C=C(C=O)C=CC1OC (3-cyclopentyloxy-4-methoxybenzaldehyde), [BH4-].[Na+] (sodium borohydride). The solvent is O (water), C(C)O (ethanol). Yields the product C1(CCCC1)OC=1C=C(CO)C=CC1OC (3-cyclopentyloxy-4-methoxybenzyl alcohol). Isolated yield 97.9%. Reaction SMILES: [CH:1]1([O:6][C:7]2[CH:8]=[C:9]([CH:12]=[CH:13][C:14]=2[O:15][CH3:16])[CH:10]=[O:11])[CH2:5][CH2:4][CH2:3][CH2:2]1.[BH4-].[Na+]>C(O)C.O>[CH:1]1([O:6][C:7]2[CH:8]=[C:9]([CH:12]=[CH:13][C:14]=2[O:15][CH3:16])[CH2:10][OH:11])[CH2:2][CH2:3][CH2:4][CH2:5]1 |f:1.2|. Reported procedure: A solution of 3-cyclopentyloxy-4-methoxybenzaldehyde (38 grams, 0.17 mol) in 40 milliliters of ethanol and sodium borohydride (1.63 grams,0.043 mol) was stirred for 2 hours at room temperature until complete by TLC. The reaction was diluted with water and extracted with ethyl acetate. Evaporation of the ethyl acetate afforded 3-cyclopentyloxy-4-methoxybenzyl alcohol (37 grams, 98%) suitable for the next step. Reactants: C(=O)C=1C=C(C=NC1)C1=CC(=C(C#N)C=C1)OC (4-(5-formyl-pyridin-3-yl)-2-methoxy-benzonitrile), CS(=O)(=O)N (methanesulfonamide), [BH-](OC(=O)C)(OC(=O)C)OC(=O)C.[Na+] (NaBH(OAc)3). The reagents and catalysts are CC([O-])C.[Ti+4].CC([O-])C.CC([O-])C.CC([O-])C (Titanium(IV) isopropoxide). Run in C1(=CC=CC=C1)C (toluene). Reaction conditions: temperature 140 celsius, time 18 hour. Yields the product C(#N)C1=C(C=C(C=C1)C=1C=C(C=NC1)CNS(=O)(=O)C)OC (N-((5-(4-cyano-3-methoxyphenyl)pyridin-3-yl)methyl)methanesulfonamide). Yield: 58.1%. Reaction SMILES: [CH:1]([C:3]1[CH:4]=[C:5]([C:9]2[CH:16]=[CH:15][C:12]([C:13]#[N:14])=[C:11]([O:17][CH3:18])[CH:10]=2)[CH:6]=[N:7][CH:8]=1)=O.[CH3:19][S:20]([NH2:23])(=[O:22])=[O:21].[BH-](OC(C)=O)(OC(C)=O)OC(C)=O.[Na+]>C1(C)C=CC=CC=1.CC(C)[O-].[Ti+4].CC(C)[O-].CC(C)[O-].CC(C)[O-]>[C:13]([C:12]1[CH:15]=[CH:16][C:9]([C:5]2[CH:4]=[C:3]([CH2:1][NH:23][S:20]([CH3:19])(=[O:22])=[O:21])[CH:8]=[N:7][CH:6]=2)=[CH:10][C:11]=1[O:17][CH3:18])#[N:14] |f:2.3,5.6.7.8.9|. Procedure details: (General reductive amination procedure): Titanium(IV) isopropoxide (0.098 ml, 0.336 mmol) was added dropwise to a mixture of 4-(5-formyl-pyridin-3-yl)-2-methoxy-benzonitrile (40 mg, 0.168 mmol) and methanesulfonamide (23.96 mg, 0.252 mmol) in toluene (10 mL). The resulting mixture was heated to 140° C. (bath temperature) for 3 hr. After concentration, the residue was dissolved in CH2Cl2 (10 mL). NaBH(OAc)3 (107 mg, 0.504 mmol) was added at room temperature. The resulting mixture was stirred at r... Reactants: Br (Hydrogen bromide), C(C)(=O)O (acetic acid), C(C)SC1=C(CN(C)C)C=CC=C1OC ((2-ethylsulfanyl-3-methoxybenzyl)-dimethylamine). Solvent: C(C)OCC (diethyl ether), C(C)OCC (Diethyl ether). Reaction conditions: temperature 100 celsius, time 17 hour. Yields the product Br.CN(C)CC=1C(=C(C=CC1)O)SCC (3-Dimethylaminomethyl-2-ethylsulfanyl-phenol hydrobromide). As a reaction SMILES: [BrH:1].C(O)(=O)C.[CH2:6]([S:8][C:9]1[C:18]([O:19]C)=[CH:17][CH:16]=[CH:15][C:10]=1[CH2:11][N:12]([CH3:14])[CH3:13])[CH3:7]>C(OCC)C>[BrH:1].[CH3:14][N:12]([CH2:11][C:10]1[C:9]([S:8][CH2:6][CH3:7])=[C:18]([OH:19])[CH:17]=[CH:16][CH:15]=1)[CH3:13] |f:4.5|. Reported procedure: 30% Hydrogen bromide in acetic acid (3.6 mL, 18.05 mmol) was added to (2-ethylsulfanyl-3-methoxybenzyl)-dimethylamine (800 mg, 3.55 mmol) and the reaction mixture was heated with stirring at 100° C. After 17 h, the reaction was complete by LC/MS analysis and was then allowed to cool to room temperature. Diethyl ether (100 mL) was added with stirring and after 20 min the orange diethyl ether solution was decanted off. This procedure was repeated until a tan solid precipitated. 3-Dimethylaminometh...